From a dataset of the Open Reaction Database (ORD), a public repository of structured organic reaction records. describe an organic reaction: reactants, conditions, products, and yield RXN SMILES: [C:1]([O:5][C:6](=[O:18])[NH:7][CH2:8][CH2:9][N:10]1[CH:14]=[C:13]([N+:15]([O-])=O)[N:12]=[CH:11]1)([CH3:4])([CH3:3])[CH3:2]>[Pd].CO>[C:1]([O:5][C:6](=[O:18])[NH:7][CH2:8][CH2:9][N:10]1[CH:14]=[C:13]([NH2:15])[N:12]=[CH:11]1)([CH3:4])([CH3:2])[CH3:3]. Reactants: C(C)(C)(C)OC(NCCN1C=NC(=C1)[N+](=O)[O-])=O ([2-(4-nitro-imidazol-1-yl)-ethyl]-carbamic acid tert-butyl ester). Reported procedure: A flask containing compound 39.2 (400 mg, 1.56 mmol) and 10% (dry basis) palladium on activated carbon (−50% wet, Deguessa, 664 mg, ˜0.312 mmol) in MeOH (6.0 mL) was sealed with a septum and purged with nitrogen followed by hydrogen. The mixture was stirred under hydrogen (balloon pressure) at ambient temperature for 3 hours. After completion of the reaction, the mixture was filtered through a plug of celite and concentrated. The residue was dried under high-vacuum to yield 353 mg (quantitative)... The product is C(C)(C)(C)OC(NCCN1C=NC(=C1)N)=O ([2-(4-amino-imidazol-1-yl)-ethyl]-carbamic acid tert-butyl ester). Reaction conditions: time 3 hour. Yield: 100.0%. The reagents and catalysts are [Pd] (palladium on activated carbon). Run in CO (MeOH). The reactants are CC[O-].[Na+] (NaOEt), Na, C(#N)CC(=O)NCC1=CC(=CC=C1)C(F)(F)F (2-cyano-N-(3-(trifluoromethyl)benzyl)acetamide), NC1=NC=CC=C1C=O (2-amino-3-pyridine-carboxaldehyde). The solvent is CCO (EtOH). The product is NC1=NC2=NC=CC=C2C=C1C(=O)NCC1=CC(=CC=C1)C(F)(F)F (2-Amino-N-(3-(trifluoromethyl)benzyl)-1,8-naphthyridine-3-carboxamide). Isolated yield 57.4%. Reaction SMILES: CC[O-].[Na+].[C:5]([CH2:7][C:8]([NH:10][CH2:11][C:12]1[CH:17]=[CH:16][CH:15]=[C:14]([C:18]([F:21])([F:20])[F:19])[CH:13]=1)=[O:9])#[N:6].[NH2:22][C:23]1[C:28]([CH:29]=O)=[CH:27][CH:26]=[CH:25][N:24]=1>CCO>[NH2:6][C:5]1[C:7]([C:8]([NH:10][CH2:11][C:12]2[CH:17]=[CH:16][CH:15]=[C:14]([C:18]([F:20])([F:19])[F:21])[CH:13]=2)=[O:9])=[CH:29][C:28]2[C:23](=[N:24][CH:25]=[CH:26][CH:27]=2)[N:22]=1 |f:0.1|. Procedure: To a solution of NaOEt prepared by dissolving Na (50 mg, 1.47 mmol) in EtOH (2.5 ml), was added 2-cyano-N-(3-(trifluoromethyl)benzyl)acetamide (297.5 mg, 1.23 mmol) and 2-amino-3-pyridine-carboxaldehyde (150.0 mg, 1.23 mmol). The mixture was refluxed for 30 minutes. The solvent was removed under reduced pressure and the residue chromatographed CH2Cl2/MeOH 95:5→92:8, yielding 244.5 mg (57%) of the title compound. Reactants: CCO, NC(=NCC(F)(F)F)Nc1ccnc(SCCN2C(=O)c3ccccc3C2=O)n1, NN, O. Yields the product NCCSc1nccc(NC(N)=NCC(F)(F)F)n1. As a reaction SMILES: [CH3:33][CH2:34][OH:35].[F:1][C:2]([CH2:3][N:4]=[C:5]([NH:6][c:7]1[n:8][c:9]([S:13][CH2:14][CH2:15][N:16]2[C:17](=[O:18])[c:19]3[cH:20][cH:21][cH:22][cH:23][c:24]3[C:25]2=[O:26])[n:10][cH:11][cH:12]1)[NH2:27])([F:28])[F:29].[NH2:31][NH2:32].[OH2:30]>>[F:1][C:2]([CH2:3][N:4]=[C:5]([NH:6][c:7]1[n:8][c:9]([S:13][CH2:14][CH2:15][NH2:16])[n:10][cH:11][cH:12]1)[NH2:27])([F:28])[F:29].